This data is from the Open Reaction Database (ORD), a public repository of structured organic reaction records. The task is: describe an organic reaction: reactants, conditions, products, and yield Reactants: Cl.NCC(COC1=C(C=CC=C1)OCC=C)O (1-amino-3-(o-allyloxyphenoxy)-propan-2-ol hydrochloride), [K] (potassium), C(C1=CN=CC=C1)(=O)C=C(C)O (2-nicotinoyl-1-methyl-vinyl alcohol). Run in C(C)O (ethanol). Reaction conditions: time 24 hour. The product is C(C1=CN=CC=C1)(=O)C=C(C)NCC(COC1=C(C=CC=C1)OCC=C)O (1-(2-Nicotinoyl-1-methyl-vinylamino)-3-(o-allyloxyphenoxy)-propan-2-ol). As a reaction SMILES: Cl.[NH2:2][CH2:3][CH:4]([OH:17])[CH2:5][O:6][C:7]1[CH:12]=[CH:11][CH:10]=[CH:9][C:8]=1[O:13][CH2:14][CH:15]=[CH2:16].[K].[C:19]([CH:27]=[C:28](O)[CH3:29])(=[O:26])[C:20]1[CH:25]=[CH:24][CH:23]=[N:22][CH:21]=1>C(O)C>[C:19]([CH:27]=[C:28]([NH:2][CH2:3][CH:4]([OH:17])[CH2:5][O:6][C:7]1[CH:12]=[CH:11][CH:10]=[CH:9][C:8]=1[O:13][CH2:14][CH:15]=[CH2:16])[CH3:29])(=[O:26])[C:20]1[CH:25]=[CH:24][CH:23]=[N:22][CH:21]=1 |f:0.1,^1:17|. Procedure: 5.1 g of 1-amino-3-(o-allyloxyphenoxy)-propan-2-ol hydrochloride ##STR30## are suspended in 50 ml of ethanol, 4 g of the potassium salt of 2-nicotinoyl-1-methyl-vinyl alcohol ##STR31## are then added and the mixture is stirred for 24 hours at room temperature. The suspension is filtered off and the residue is washed with ethanol. The filtrate, together with the wash alcohol is concentrated in vacuo. An oil is left, which solidifies after a short time. The oil which has solidified, together with ... Reactants: NCCN1CCC(CC1)N1C=C(C2=CC(=CC=C12)C)C1=CC=C(C=C1)F (1-[1-(2-Aminoethyl)-4-piperidyl]-3-(4-fluorophenyl)-5-methyl-1H-indole), C(=O)([O-])[O-].[K+].[K+] (K2CO3), ClC(=O)OC (methyl chloroformate). Solvent: ClCCl (dichloromethane), ClCCl (dichloromethane). The product is COC(=O)NCCN1CCC(CC1)N1C=C(C2=CC(=CC=C12)C)C1=CC=C(C=C1)F (1-[1-(N-methoxycarbonyl-2-aminoethyl)-4piperidyl]-3-(4-fluorophenyl)-5-methyl-1H-indole). As a reaction SMILES: [NH2:1][CH2:2][CH2:3][N:4]1[CH2:9][CH2:8][CH:7]([N:10]2[C:18]3[C:13](=[CH:14][C:15]([CH3:19])=[CH:16][CH:17]=3)[C:12]([C:20]3[CH:25]=[CH:24][C:23]([F:26])=[CH:22][CH:21]=3)=[CH:11]2)[CH2:6][CH2:5]1.C([O-])([O-])=O.[K+].[K+].Cl[C:34]([O:36][CH3:37])=[O:35]>ClCCl>[CH3:37][O:36][C:34]([NH:1][CH2:2][CH2:3][N:4]1[CH2:5][CH2:6][CH:7]([N:10]2[C:18]3[C:13](=[CH:14][C:15]([CH3:19])=[CH:16][CH:17]=3)[C:12]([C:20]3[CH:21]=[CH:22][C:23]([F:26])=[CH:24][CH:25]=3)=[CH:11]2)[CH2:8][CH2:9]1)=[O:35] |f:1.2.3|. Procedure details: A mixture of 1-[1-(2-aminoethyl)-4-piperidyl]-3-(4-fluorophenyl)-5-methyl-1H-indole 12a (8.9 g), K2CO3 (4.2 g) and dichloromethane (80 ml) was cooled to 0°-5° C. and a solution of methyl chloroformate (2.9 g)in dichloromethane (50 ml) was added during 15 min. After reaction for further 2 h at room temperature the reaction mixture was washed with water (2×50 ml), dried (MgSO4) and the solvents were evaporated in vacuo. This afforded the 1-[1-(N-methoxycarbonyl-2-aminoethyl)-4piperidyl]-3-(4-fluor... Starting materials: O=C1N(CN(C12CCN(CC2)CCCN2C1=C(OCC2=O)C=CC=C1)C1=CC=CC=C1)CC=1C=C(C(=O)OC(C)(C)C)C=CC1 (tert-butyl 3-((4-oxo-8-(3-(3-oxo-2H-benzo[b][1,4]oxazin-4(3H)-yl)propyl)-1-phenyl-1,3,8-triazaspiro[4.5]decan-3-yl)methyl)benzoate), solution, Cl (HCl). The solvent is O1CCOCC1 (dioxane). Run at time 3 hour. The product is O=C1N(CN(C12CCN(CC2)CCCN2C1=C(OCC2=O)C=CC=C1)C1=CC=CC=C1)CC=1C=C(C(=O)O)C=CC1 (3-((4-Oxo-8-(3-(3-oxo-2H-benzo[b][1,4]oxazin-4(3H)-yl)propyl)-1-phenyl-1,3,8-triazaspiro[4.5]decan-3-yl)methyl)benzoic acid), hydrochloride salt. The yield is 99.0%. As a reaction SMILES: [O:1]=[C:2]1[C:6]2([CH2:11][CH2:10][N:9]([CH2:12][CH2:13][CH2:14][N:15]3[C:20](=[O:21])[CH2:19][O:18][C:17]4[CH:22]=[CH:23][CH:24]=[CH:25][C:16]3=4)[CH2:8][CH2:7]2)[N:5]([C:26]2[CH:31]=[CH:30][CH:29]=[CH:28][CH:27]=2)[CH2:4][N:3]1[CH2:32][C:33]1[CH:34]=[C:35]([CH:43]=[CH:44][CH:45]=1)[C:36]([O:38]C(C)(C)C)=[O:37].Cl>O1CCOCC1>[O:1]=[C:2]1[C:6]2([CH2:7][CH2:8][N:9]([CH2:12][CH2:13][CH2:14][N:15]3[C:20](=[O:21])[CH2:19][O:18][C:17]4[CH:22]=[CH:23][CH:24]=[CH:25][C:16]3=4)[CH2:10][CH2:11]2)[N:5]([C:26]2[CH:31]=[CH:30][CH:29]=[CH:28][CH:27]=2)[CH2:4][N:3]1[CH2:32][C:33]1[CH:34]=[C:35]([CH:43]=[CH:44][CH:45]=1)[C:36]([OH:38])=[O:37]. Procedure details: To tert-butyl 3-((4-oxo-8-(3-(3-oxo-2H-benzo[b][1,4]oxazin-4(3H)-yl)propyl)-1-phenyl-1,3,8-triazaspiro[4.5]decan-3-yl)methyl)benzoate (0.1 g, 0.16 mmol) was added 4M solution of HCl in dioxane (2 mL). After stirring at room temperature for 3 hours, the reaction mixture was concentrated in vacuo and lyophilized in acetonitrile/water (1:1) to obtain the title compound as a hydrochloride salt (0.095 g, 99%); 1H NMR (DMSO-d6): δ 1.92 (d, 2H, J=14 Hz), 2.03-2.07 (m, 2H), 2.85 (t, 2H, J=10 Hz), 3.25 (... The reagents and catalysts are [Pd].C1(=CC=CC=C1)P(C1=CC=CC=C1)C1=CC=CC=C1.C1(=CC=CC=C1)P(C1=CC=CC=C1)C1=CC=CC=C1.C1(=CC=CC=C1)P(C1=CC=CC=C1)C1=CC=CC=C1.C1(=CC=CC=C1)P(C1=CC=CC=C1)C1=CC=CC=C1 (tetrakis(triphenylphosphine)-palladium(0)). RXN SMILES: [CH3:1][S:2]([C:5]1[CH:10]=[CH:9][C:8]([C:11]2[C:12]([C:16]3[CH:21]=[CH:20][C:19]([F:22])=[CH:18][CH:17]=3)=[CH:13][S:14][CH:15]=2)=[CH:7][CH:6]=1)(=O)=O.[CH3:23]C1C=C(F)C=CC=1B(O)O>C1(C)C=CC=CC=1.C(=O)([O-])[O-].[Na+].[Na+].C(O)C.[Pd].C1(P(C2C=CC=CC=2)C2C=CC=CC=2)C=CC=CC=1.C1(P(C2C=CC=CC=2)C2C=CC=CC=2)C=CC=CC=1.C1(P(C2C=CC=CC=2)C2C=CC=CC=2)C=CC=CC=1.C1(P(C2C=CC=CC=2)C2C=CC=CC=2)C=CC=CC=1>[CH3:1][S:2][C:5]1[CH:10]=[CH:9][C:8]([C:11]2[C:12]([C:16]3[CH:21]=[CH:20][C:19]([F:22])=[CH:18][C:17]=3[CH3:23])=[CH:13][S:14][CH:15]=2)=[CH:7][CH:6]=1 |f:3.4.5,7.8.9.10.11|. Product: CSC1=CC=C(C=C1)C1=CSC=C1C1=C(C=C(C=C1)F)C (3-(4-methylthiophenyl)-4-(2-methyl-4-fluorophenyl)thiophene). Procedure details: The mono-substituted thiophene from Example 14 (1.8 mmol, 520 mg) was combined with the 2-methyl-4-fluorophenyl boronic acid (2 eq, 3.6 mmol, 562 mg) in 8.0 ml of toluene, 4.3 ml of 2 M sodium carbonate, 10 ml of ethanol and tetrakis(triphenylphosphine)-palladium(0)(1.0 g) and was stirred at reflux overnight. The reaction was concentrated in vacuo and the residue was partitioned between toluene and water. The toluene layer was dried (MgSO4) and reconcentrated in vacuo. The residue was purified v... Reactants: CS(=O)(=O)C1=CC=C(C=C1)C=1C(=CSC1)C1=CC=C(C=C1)F (4-(4 methylsulfonylphenyl)-3-(4-fluorophenyl)thiophene), CC1=C(C=CC(=C1)F)B(O)O (2-methyl-4-fluorophenyl boronic acid). Yield: 74.2%. The solvent is C([O-])([O-])=O.[Na+].[Na+] (sodium carbonate), C(C)O (ethanol), C1(=CC=CC=C1)C (toluene). Starting materials: Cc1cccc(Br)n1, CCCC[Sn](Cl)(CCCC)CCCC, [Li]CCCC. Product: CCCC[Sn](CCCC)(CCCC)c1cccc(C)n1. As a reaction SMILES: [Br:1][c:2]1[n:3][c:4]([CH3:8])[cH:5][cH:6][cH:7]1.[CH2:14]([CH2:15][CH2:16][CH3:17])[Sn:18]([CH2:19][CH2:20][CH2:21][CH3:22])([CH2:23][CH2:24][CH2:25][CH3:26])[Cl:27].[CH2:9]([Li:10])[CH2:11][CH2:12][CH3:13]>>[c:2]1([Sn:18]([CH2:14][CH2:15][CH2:16][CH3:17])([CH2:19][CH2:20][CH2:21][CH3:22])[CH2:23][CH2:24][CH2:25][CH3:26])[n:3][c:4]([CH3:8])[cH:5][cH:6][cH:7]1.